Dataset: the Open Reaction Database (ORD), a public repository of structured organic reaction records. Task: describe an organic reaction: reactants, conditions, products, and yield Yield: 35.3%. Reaction conditions: temperature 45 celsius, time 48 hour. Product: C(C1=CC=CC=C1)O[C@@H]1[C@H](O[C@@]([C@@H]([C@H]1OCC1=CC=CC=C1)OCC1=CC=CC=C1)(OC)C1=CC(=C(C=C1)Cl)CC1=CC=C(C=C1)OC(F)(F)F)CO ([(2R,3R,4S,5R,6S)-3,4,5-tribenzyloxy-6-[4-chloro-3-[[4-(trifluoromethoxy) phenyl]methyl]phenyl]-6-methoxy-tetrahydropyran-2-yl]methanol). Reaction SMILES: C([Si](C)(C)[O:6][CH2:7][C@@H:8]1[C@@H:13]([O:14][CH2:15][C:16]2[CH:21]=[CH:20][CH:19]=[CH:18][CH:17]=2)[C@H:12]([O:22][CH2:23][C:24]2[CH:29]=[CH:28][CH:27]=[CH:26][CH:25]=2)[C@@H:11]([O:30][CH2:31][C:32]2[CH:37]=[CH:36][CH:35]=[CH:34][CH:33]=2)[C@@:10]([C:40]2[CH:45]=[CH:44][C:43]([Cl:46])=[C:42]([CH2:47][C:48]3[CH:53]=[CH:52][C:51]([O:54][C:55]([F:58])([F:57])[F:56])=[CH:50][CH:49]=3)[CH:41]=2)([O:38][CH3:39])[O:9]1)(C)(C)C.[F-].C([N+](CCCC)(CCCC)CCCC)CCC>O1CCCC1>[CH2:15]([O:14][C@H:13]1[C@H:12]([O:22][CH2:23][C:24]2[CH:29]=[CH:28][CH:27]=[CH:26][CH:25]=2)[C@@H:11]([O:30][CH2:31][C:32]2[CH:37]=[CH:36][CH:35]=[CH:34][CH:33]=2)[C@@:10]([C:40]2[CH:45]=[CH:44][C:43]([Cl:46])=[C:42]([CH2:47][C:48]3[CH:49]=[CH:50][C:51]([O:54][C:55]([F:57])([F:58])[F:56])=[CH:52][CH:53]=3)[CH:41]=2)([O:38][CH3:39])[O:9][C@@H:8]1[CH2:7][OH:6])[C:16]1[CH:17]=[CH:18][CH:19]=[CH:20][CH:21]=1 |f:1.2|. Starting materials: C(C)(C)(C)[Si](OC[C@H]1O[C@@]([C@@H]([C@H]([C@@H]1OCC1=CC=CC=C1)OCC1=CC=CC=C1)OCC1=CC=CC=C1)(OC)C1=CC(=C(C=C1)Cl)CC1=CC=C(C=C1)OC(F)(F)F)(C)C (tert-butyl-dimethyl-[[(2R,3R,4S,5R,6S)-3,4,5-tribenzyloxy-6-[4-chloro-3-[[4-(trifluoromethoxy)phenyl]methyl]phenyl]-6-methoxy-tetrahydropyran-2-yl]methoxy]silane), [F-].C(CCC)[N+](CCCC)(CCCC)CCCC (tetrabutylammonium fluoride). Procedure: To a solution of tert-butyl-dimethyl-[[(2R,3R,4S,5R,6S)-3,4,5-tribenzyloxy-6-[4-chloro-3-[[4-(trifluoromethoxy)phenyl]methyl]phenyl]-6-methoxy-tetrahydropyran-2-yl]methoxy]silane 15j (5.27 g, 6.43 mmol) in tetrahydrofuran (35 mL) was added tetrabutylammonium fluoride (9.64 mL, 9.64 mmol, 1 M in tetrahydrofuran) at room temperature. The mixture was stirred at 45° C. for 48 hours. The reaction mixture was quenched with water (10 mL) and partitioned. The aqueous layer was extracted with ethyl aceta... Run in O1CCCC1 (tetrahydrofuran). Reactants: CC(CO)(COCC1=CC(=C(C=C1)F)OC1=CC=CC=C1)C (2,2-dimethyl-3-(4-fluoro-3-phenoxybenzyloxy)propan-1-ol), C1(=CC=C(C=C1)S(=O)(=O)Cl)C (p-toluenesulphonyl chloride), Cl (hydrochloric acid). Solvent: N1=CC=CC=C1 (pyridine). Reaction conditions: temperature 20 celsius, time 24 hour. Yields the product C1(=CC=C(C=C1)S(=O)(=O)OCC(COCC1=CC(=C(C=C1)F)OC1=CC=CC=C1)(C)C)C (2,2-Dimethyl-3-(4-fluoro-3-phenoxybenzyloxy)prop-1-yl p-toluenesulphonate). Yield: 53.1%. As a reaction SMILES: [CH3:1][C:2]([CH3:22])([CH2:5][O:6][CH2:7][C:8]1[CH:13]=[CH:12][C:11]([F:14])=[C:10]([O:15][C:16]2[CH:21]=[CH:20][CH:19]=[CH:18][CH:17]=2)[CH:9]=1)[CH2:3][OH:4].[C:23]1([CH3:33])[CH:28]=[CH:27][C:26]([S:29](Cl)(=[O:31])=[O:30])=[CH:25][CH:24]=1.Cl>N1C=CC=CC=1>[C:23]1([CH3:33])[CH:28]=[CH:27][C:26]([S:29]([O:4][CH2:3][C:2]([CH3:22])([CH3:1])[CH2:5][O:6][CH2:7][C:8]2[CH:13]=[CH:12][C:11]([F:14])=[C:10]([O:15][C:16]3[CH:17]=[CH:18][CH:19]=[CH:20][CH:21]=3)[CH:9]=2)(=[O:31])=[O:30])=[CH:25][CH:24]=1. Reported procedure: A mixture of 2,2-dimethyl-3-(4-fluoro-3-phenoxybenzyloxy)propan-1-ol (5 g), p-toluenesulphonyl chloride (3.75 g) and pyridine (10 cm3) was stirred at the ambient temperature (ca. 20° C.) for 24 hours. The mixture was poured into dilute aqueous hydrochloric acid solution and hhe aqueous mixture extracted with ethyl acetate (3×250 cm3). The combined organic layers were washed with brine, then dried over anhydrous magnesium sulphate. Evaporation of the solvent under reduced pressure gave a dark oil...